This data is from the Open Reaction Database (ORD), a public repository of structured organic reaction records. The task is: describe an organic reaction: reactants, conditions, products, and yield The reactants are CO, COc1cnc2[nH]c(C(=CC3CCCCC3)c3ccc(S(C)(=O)=O)cc3)cc2c1. Product: COc1cnc2[nH]c(C(CC3CCCCC3)c3ccc(S(C)(=O)=O)cc3)cc2c1. RXN SMILES: [CH3:30][OH:31].[CH:1]1([CH:7]=[C:8]([c:9]2[cH:10][cH:11][c:12]([S:15](=[O:16])(=[O:17])[CH3:18])[cH:13][cH:14]2)[c:19]2[cH:20][c:21]3[c:22]([n:23][cH:24][c:25]([O:27][CH3:28])[cH:26]3)[nH:29]2)[CH2:2][CH2:3][CH2:4][CH2:5][CH2:6]1>>[CH:1]1([CH2:7][CH:8]([c:9]2[cH:10][cH:11][c:12]([S:15](=[O:16])(=[O:17])[CH3:18])[cH:13][cH:14]2)[c:19]2[cH:20][c:21]3[c:22]([n:23][cH:24][c:25]([O:27][CH3:28])[cH:26]3)[nH:29]2)[CH2:2][CH2:3][CH2:4][CH2:5][CH2:6]1. Starting materials: ClC1=C(C=C(C=C1)C(=O)[C@H]1[C@H]([C@@H]2OC(O[C@@H]2O1)(C)C)O)CC1=CC2=C(OCCO2)C=C1 ((4-Chloro-3-((2,3-dihydrobenzo[b][1,4]dioxin-6-yl)methyl)phenyl)((3aS,5R,6S,6aS)-6-hydroxy-2,2-dimethyltetrahydrofuro[3,2-d][1,3]dioxol-5-yl)methanone), CeCl3.7H2O, [BH4-].[Na+] (NaBH4). Run in CO (CH3OH). Product: ClC1=C(C=C(C=C1)[C@@H]([C@H]1[C@H]([C@@H]2OC(O[C@@H]2O1)(C)C)O)O)CC1=CC2=C(OCCO2)C=C1 ((3aS,5S,6R,6aS)-5-((S)-(4-Chloro-3-((2,3-dihydrobenzo[b][1,4]dioxin-6-yl)methyl)phenyl)(hydroxy)methyl)-2,2-dimethyltetrahydrofuro[3,2-d][1,3]dioxol-6-ol). The yield is 87.8%. As a reaction SMILES: [Cl:1][C:2]1[CH:7]=[CH:6][C:5]([C:8]([C@@H:10]2[O:17][C@@H:16]3[C@@H:12]([O:13][C:14]([CH3:19])([CH3:18])[O:15]3)[C@@H:11]2[OH:20])=[O:9])=[CH:4][C:3]=1[CH2:21][C:22]1[CH:31]=[CH:30][C:25]2[O:26][CH2:27][CH2:28][O:29][C:24]=2[CH:23]=1.[BH4-].[Na+]>CO>[Cl:1][C:2]1[CH:7]=[CH:6][C:5]([C@H:8]([OH:9])[C@@H:10]2[O:17][C@@H:16]3[C@@H:12]([O:13][C:14]([CH3:18])([CH3:19])[O:15]3)[C@@H:11]2[OH:20])=[CH:4][C:3]=1[CH2:21][C:22]1[CH:31]=[CH:30][C:25]2[O:26][CH2:27][CH2:28][O:29][C:24]=2[CH:23]=1 |f:1.2|. Procedure details: To a solution of compound 135 (0.77 g, 1.7 mmol) in CH3OH was added CeCl3.7H2O and the mixture was stirred at room temperature until all solids were dissolved. The mixture was then cooled to −78° C. and NaBH4 was added in portions. The mixture was stirred for 1 h at −78° C., slowly warmed to 0° C. and quenched with saturated NH4Cl solution. The mixture was concentrated under reduced pressure to remove CH3OH and then extracted with EtOAc and washed with saturated NaCl solution. The organic layer ... Procedure: Using the method of example 2, 1-trifluoromethylthio-3,3-dimethyl-2-butanone was reacted with hydroxylamine hydrochloride to provide the desired oxime, m.p. 94.5° to 96°C. As a reaction SMILES: [F:1][C:2]([F:12])([F:11])[S:3][CH2:4][C:5](=O)[C:6]([CH3:9])([CH3:8])[CH3:7].Cl.[NH2:14][OH:15]>>[F:1][C:2]([F:12])([F:11])[S:3][CH2:4][C:5](=[N:14][OH:15])[C:6]([CH3:9])([CH3:8])[CH3:7] |f:1.2|. The reactants are FC(SCC(C(C)(C)C)=O)(F)F (1-trifluoromethylthio-3,3-dimethyl-2-butanone), Cl.NO (hydroxylamine hydrochloride). Product: FC(SCC(C(C)(C)C)=NO)(F)F (1-trifluoromethylthio-3,3-dimethyl-2-butanone oxime).